Dataset: the Open Reaction Database (ORD), a public repository of structured organic reaction records. Task: describe an organic reaction: reactants, conditions, products, and yield Starting materials: ClS(=O)(=O)N=C=O (Chlorosulfonyl isocyanate), CC(C)(C)OC(=O)N(C=1C=NC=C(C1)C=1N(C2=CC(=CC=C2C1)Cl)C)C(=O)OC(C)(C)C (3-[bis[[(1,1-dimethylethyl)oxy]carbonyl]amino]-5-(6-chloro-1-methyl-1H-indol-2-yl)-pyridine), CN(C)C=O (DMF). Yields the product NC=1C=C(C=NC1)C=1N(C2=CC(=CC=C2C1C#N)Cl)C (2-(5-amino-pyridin-3-yl)-6-chloro-1-methyl-1H-indole-3-carbonitrile). As a reaction SMILES: ClS([N:5]=[C:6]=O)(=O)=O.CC(OC([N:15](C(OC(C)(C)C)=O)[C:16]1[CH:17]=[N:18][CH:19]=[C:20]([C:22]2[N:23]([CH3:32])[C:24]3[C:29]([CH:30]=2)=[CH:28][CH:27]=[C:26]([Cl:31])[CH:25]=3)[CH:21]=1)=O)(C)C.CN(C=O)C>C(#N)C>[NH2:15][C:16]1[CH:21]=[C:20]([C:22]2[N:23]([CH3:32])[C:24]3[C:29]([C:30]=2[C:6]#[N:5])=[CH:28][CH:27]=[C:26]([Cl:31])[CH:25]=3)[CH:19]=[N:18][CH:17]=1. Procedure: Chlorosulfonyl isocyanate (1.63 g, 11.5 mmol) is added to a solution of 3-[bis[[(1,1-dimethylethyl)oxy]carbonyl]amino]-5-(6-chloro-1-methyl-1H-indol-2-yl)-pyridine (0.91 g, 1.99 mmol) in acetonitrile (200 mL) and the reaction mixture is stirred for 10 min. DMF (3 mL) is added and the reaction mixture is stirred for 3 h. 20 g silica gel is added to the mixture and the solvent is removed in vacuo. The resulting solid is heated to 65° C. under high vacuum for 2 h. The mixture is cooled to room temp... Run at temperature 65 celsius, time 10 minute. Solvent: C(C)#N (acetonitrile). Starting materials: C(C)(C)C=1N=C(SC1)C1=NC2=CC(=CC=C2C(=C1)OC1CN2C(CCCCCCC=CC3CC3(NC(C2C1)=O)C(=O)O)=O)OC (18-[2-[4-(isopropyl)thiazol-2-yl]-7-methoxyquinolin-4-yloxy]-2,15-dioxo-3,16-diazatricyclo[14.3.0.04,6]nonadec-7-ene-4-carboxylic acid), OC1=CC(=NC2=CC(=CC=C12)OC)C=1SC=C(N1)C(C)C (4-hydroxy-2-(4-isopropylthiazol-2-yl)-7-methoxyquinoline), C(CCCCCC=C)(=O)O (oct-7-enoic acid), N1[C@H](C(=O)O)CCC1 (proline). The product is C(C)(C)C=1N=C(SC1)C1=NC2=C(C(=CC=C2C(=C1)OC1CN2C(CCCCCC=CC3CC3(NC(C2C1)=O)C(=O)O)=O)OC)C (17-[2-(4-isopropylthiazol-2-yl)-7-methoxy-8-methylquinolin-4-yloxy]-2,14-dioxo-3,15-diazatricyclo[13.3.0.04,6]octadec-7-ene-4-carboxylic acid). RXN SMILES: O[C:2]1C2C(=CC(OC)=CC=2)N=C(C2SC=C(C(C)C)N=2)C=1.C(O)(=O)CCCCCC=C.N1CCC[C@H]1C(O)=O.[CH:40]([C:43]1[N:44]=[C:45]([C:48]2[CH:57]=[C:56]([O:58][CH:59]3[CH2:77][CH:76]4[N:61]([C:62](=[O:82])C[CH2:64][CH2:65][CH2:66][CH2:67][CH2:68][CH:69]=[CH:70][CH:71]5[C:73]([C:79]([OH:81])=[O:80])([NH:74][C:75]4=[O:78])[CH2:72]5)[CH2:60]3)[C:55]3[C:50](=[CH:51][C:52]([O:83][CH3:84])=[CH:53][CH:54]=3)[N:49]=2)[S:46][CH:47]=1)([CH3:42])[CH3:41]>>[CH:40]([C:43]1[N:44]=[C:45]([C:48]2[CH:57]=[C:56]([O:58][CH:59]3[CH2:77][CH:76]4[N:61]([C:62](=[O:82])[CH2:64][CH2:65][CH2:66][CH2:67][CH2:68][CH:69]=[CH:70][CH:71]5[C:73]([C:79]([OH:81])=[O:80])([NH:74][C:75]4=[O:78])[CH2:72]5)[CH2:60]3)[C:55]3[C:50](=[C:51]([CH3:2])[C:52]([O:83][CH3:84])=[CH:53][CH:54]=3)[N:49]=2)[S:46][CH:47]=1)([CH3:42])[CH3:41]. Procedure details: The title compound was prepared from 4-hydroxy-2-(4-isopropylthiazol-2-yl)-7-methoxyquinoline, oct-7-enoic acid and intermediate 5 following the procedure (Step D-H) reported for 18-[2-[4-(isopropyl)thiazol-2-yl]-7-methoxyquinolin-4-yloxy]-2,15-dioxo-3,16-diazatricyclo[14.3.0.04,6]nonadec-7-ene-4-carboxylic acid 10: m/z=619 (M+H)+. Starting materials: CC=1C=CC=2N(C1)C(=C(N2)C2=CC=C(C=C2)C)CC(=O)O ((6-methyl-2-p-tolyl-imidazo[1,2-a]pyridin-3-yl)-acetic acid), O=S(Cl)Cl (SOCl2), CO (methanol). The yield is 80.0%. Reported procedure: To a magnetically stirred solution of (6-methyl-2-p-tolyl-imidazo[1,2-a]pyridin-3-yl)-acetic acid 1a (5.0 g, 17.85 mmol) in methanol (MeOH) (25 mL) at 0° C. under Ar atmosphere was slowly added SOCl2 (2.60 mL, 35.7 mmol). The reaction mixture was stirred for 2 h and then concentrated in vacuo. Aqueous 10% Na2CO3 solution (100 mL) was added, and the aqueous phase was extracted with EtOAc (2×200 mL). The combined organic layers were washed with aqueous NaHCO3 solution, dried (MgSO4), and concentra... Yields the product COC(CC1=C(N=C2N1C=C(C=C2)C)C2=CC=C(C=C2)C)=O ((6-Methyl-2-p-tolyl-imidazo[1,2-a]pyridin-3-yl)-acetic acid methyl ester). Reaction SMILES: [CH3:1][C:2]1[CH:3]=[CH:4][C:5]2[N:6]([C:8]([CH2:18][C:19]([OH:21])=[O:20])=[C:9]([C:11]3[CH:16]=[CH:15][C:14]([CH3:17])=[CH:13][CH:12]=3)[N:10]=2)[CH:7]=1.O=S(Cl)Cl.[CH3:26]O>>[CH3:26][O:20][C:19](=[O:21])[CH2:18][C:8]1[N:6]2[CH:7]=[C:2]([CH3:1])[CH:3]=[CH:4][C:5]2=[N:10][C:9]=1[C:11]1[CH:16]=[CH:15][C:14]([CH3:17])=[CH:13][CH:12]=1. Run at time 2 hour. Reactants: COC(C)C(=O)N1N=C(c2cc(F)ccc2F)SC1(CCCN=[N+]=[N-])c1ccccc1, COC(C)C(=O)N1N=C(c2cc(F)ccc2F)SC1(CCCN)c1ccccc1, COC(C)C(=O)N1N=C(c2cc(F)ccc2F)SC1(CCCN)c1ccccc1. Product: COC(C)C(=O)N1N=C(c2cc(F)ccc2F)SC1(CCCN)c1ccccc1. As a reaction SMILES: [N:1](=[N+:2]=[N-:3])[CH2:4][CH2:5][CH2:6][C:7]1([c:26]2[cH:27][cH:28][cH:29][cH:30][cH:31]2)[S:8][C:9]([c:18]2[c:19]([F:25])[cH:20][cH:21][c:22]([F:24])[cH:23]2)=[N:10][N:11]1[C:12]([CH:13]([CH3:14])[O:15][CH3:16])=[O:17].[NH2:32][CH2:33][CH2:34][CH2:35][C:36]1([c:37]2[cH:38][cH:39][cH:40][cH:41][cH:42]2)[N:43]([C:44](=[O:45])[CH:46]([O:47][CH3:48])[CH3:49])[N:50]=[C:51]([c:52]2[cH:53][c:54]([F:55])[cH:56][cH:57][c:58]2[F:59])[S:60]1.[NH2:61][CH2:62][CH2:63][CH2:64][C:65]1([c:66]2[cH:67][cH:68][cH:69][cH:70][cH:71]2)[N:72]([C:73](=[O:74])[CH:75]([O:76][CH3:77])[CH3:78])[N:79]=[C:80]([c:81]2[cH:82][c:83]([F:84])[cH:85][cH:86][c:87]2[F:88])[S:89]1>>[NH2:1][CH2:4][CH2:5][CH2:6][C:7]1([c:26]2[cH:27][cH:28][cH:29][cH:30][cH:31]2)[S:8][C:9]([c:18]2[c:19]([F:25])[cH:20][cH:21][c:22]([F:24])[cH:23]2)=[N:10][N:11]1[C:12]([CH:13]([CH3:14])[O:15][CH3:16])=[O:17]. Starting materials: C([O-])([O-])=O.[Na+].[Na+] (sodium carbonate), CC(CC(C)=O)C (4-methyl-2-pentanone), COCC1(CCNCC1)N(C(CC)=O)C1=CC=CC=C1 (N-[4-(methoxymethyl)-4-piperidinyl]-N-phenylpropanamide), C1(=CC=CC2=CC=CC=C12)CCOS(=O)(=O)C1=CC=C(C=C1)C ([2-(1-naphthalenyl)ethyl]4-methylbenzenesulfonate). Solvent: O (water). Product: COCC1(CCN(CC1)CCC1=CC=CC2=CC=CC=C12)N(C(CC)=O)C1=CC=CC=C1 (N-{4-(methoxymethyl)-1-[2-(1-naphthalenyl)ethyl]-4-piperidinyl}-N-phenylpropanamide). Isolated yield 43.4%. Reaction SMILES: C(=O)([O-])[O-].[Na+].[Na+].CC(C)CC(=O)C.[CH3:14][O:15][CH2:16][C:17]1([N:23]([C:28]2[CH:33]=[CH:32][CH:31]=[CH:30][CH:29]=2)[C:24](=[O:27])[CH2:25][CH3:26])[CH2:22][CH2:21][NH:20][CH2:19][CH2:18]1.[C:34]1([CH2:44][CH2:45]OS(C2C=CC(C)=CC=2)(=O)=O)[C:43]2[C:38](=[CH:39][CH:40]=[CH:41][CH:42]=2)[CH:37]=[CH:36][CH:35]=1>O>[CH3:14][O:15][CH2:16][C:17]1([N:23]([C:28]2[CH:29]=[CH:30][CH:31]=[CH:32][CH:33]=2)[C:24](=[O:27])[CH2:25][CH3:26])[CH2:22][CH2:21][N:20]([CH2:45][CH2:44][C:34]2[C:43]3[C:38](=[CH:39][CH:40]=[CH:41][CH:42]=3)[CH:37]=[CH:36][CH:35]=2)[CH2:19][CH2:18]1 |f:0.1.2|. Procedure details: A mixture of 6.4 parts of sodium carbonate and 120 parts of 4-methyl-2-pentanone is stirred and refluxed with water-separator. Then there are added 4.1 parts of N-[4-(methoxymethyl)-4-piperidinyl]-N-phenylpropanamide and 5.5 parts of [2-(1-naphthalenyl)ethyl]4-methylbenzenesulfonate and the whole is stirred and refluxed for 20 hours. The reaction mixture is cooled to room temperature and poured onto water. The organic phase is separated, washed with water, dried, filtered and evaporated. The oil... Run in CO (methanol), [OH-].[Na+] (sodium hydroxide). Reactants: COC(C1=CC(=CC(=C1)OCCCCCCCCCC)OCCCCCCCCCC)=O (3,5-bis(decyloxy)benzoic acid methyl ester). Isolated yield 96.5%. Procedure: A solution of 6.0 g (0.013 mol) of 3,5-bis(decyloxy)benzoic acid methyl ester in 300 ml of methanol and 40 ml of 1N sodium hydroxide was stirred at reflux for 3.5 hours. The reaction mixture was concentrated under reduced pressure and the residue was acidified with 6N HCl. The product was extracted with ethyl acetate and the dried extract was concentrated under reduced pressure to a yellow solid. Recrystallization from methanol-water gave 5.45 g (95% yield, mp 56°-58°) of 3,5-bis(decyloxy)benzoi... RXN SMILES: C[O:2][C:3](=[O:32])[C:4]1[CH:9]=[C:8]([O:10][CH2:11][CH2:12][CH2:13][CH2:14][CH2:15][CH2:16][CH2:17][CH2:18][CH2:19][CH3:20])[CH:7]=[C:6]([O:21][CH2:22][CH2:23][CH2:24][CH2:25][CH2:26][CH2:27][CH2:28][CH2:29][CH2:30][CH3:31])[CH:5]=1>CO.[OH-].[Na+]>[CH2:22]([O:21][C:6]1[CH:5]=[C:4]([CH:9]=[C:8]([O:10][CH2:11][CH2:12][CH2:13][CH2:14][CH2:15][CH2:16][CH2:17][CH2:18][CH2:19][CH3:20])[CH:7]=1)[C:3]([OH:32])=[O:2])[CH2:23][CH2:24][CH2:25][CH2:26][CH2:27][CH2:28][CH2:29][CH2:30][CH3:31] |f:2.3|. The product is C(CCCCCCCCC)OC=1C=C(C(=O)O)C=C(C1)OCCCCCCCCCC (3,5-bis(decyloxy)benzoic acid). The reactants are BrC1=CC=C(CN2C(=NC3=C2C=CC(=C3)OCC3=NC2=CC=CC=C2C=C3)CC3(CCCC3)C(=O)OCC)C=C1 (ethyl 1-((1-(4-bromobenzyl)-5-(quinolin-2-ylmethoxy)-1H-benzo[d]imidazol-2-yl)methyl)cyclopentanecarboxylate), COC1=NC=C(C=N1)B(O)O (2-methoxypyrimidine-5-boronic acid). The product is COC1=NC=C(C=N1)C1=CC=C(CN2C(=NC3=C2C=CC(=C3)OCC3=NC2=CC=CC=C2C=C3)CC3(CCCC3)C(=O)O)C=C1 (1-({1-[4-(2-Methoxypyrimidin-5-yl)benzyl]-5-(quinolin-2-ylmethoxy)-1H-benzimidazol-2-yl}methyl)cyclopentanecarboxylic acid). Reaction SMILES: Br[C:2]1[CH:40]=[CH:39][C:5]([CH2:6][N:7]2[C:11]3[CH:12]=[CH:13][C:14]([O:16][CH2:17][C:18]4[CH:27]=[CH:26][C:25]5[C:20](=[CH:21][CH:22]=[CH:23][CH:24]=5)[N:19]=4)=[CH:15][C:10]=3[N:9]=[C:8]2[CH2:28][C:29]2([C:34]([O:36]CC)=[O:35])[CH2:33][CH2:32][CH2:31][CH2:30]2)=[CH:4][CH:3]=1.[CH3:41][O:42][C:43]1[N:48]=[CH:47][C:46](B(O)O)=[CH:45][N:44]=1>>[CH3:41][O:42][C:43]1[N:48]=[CH:47][C:46]([C:2]2[CH:3]=[CH:4][C:5]([CH2:6][N:7]3[C:11]4[CH:12]=[CH:13][C:14]([O:16][CH2:17][C:18]5[CH:27]=[CH:26][C:25]6[C:20](=[CH:21][CH:22]=[CH:23][CH:24]=6)[N:19]=5)=[CH:15][C:10]=4[N:9]=[C:8]3[CH2:28][C:29]3([C:34]([OH:36])=[O:35])[CH2:30][CH2:31][CH2:32][CH2:33]3)=[CH:39][CH:40]=2)=[CH:45][N:44]=1. Procedure: The title compound was prepared using similar methods to those in Example 110 using ethyl 1-((1-(4-bromobenzyl)-5-(quinolin-2-ylmethoxy)-1H-benzo[d]imidazol-2-yl)methyl)cyclopentanecarboxylate and 2-methoxypyrimidine-5-boronic acid in Step A. MS (ESI): mass calcd. for C36H33N5O4, 599.25; m/z found, 600.2 [M+H]+. 1H NMR (500 MHz, CDCl3) δ 8.64 (s, 2H), 8.21-8.16 (m, 1H), 8.09-8.04 (m, 1H), 7.83-7.79 (m, 1H), 7.74-7.69 (m, 1H), 7.69-7.64 (m, 1H), 7.56-7.51 (m, 1H), 7.48-7.41 (m, 3H), 7.18-7.13 (m,...